Dataset: the Open Reaction Database (ORD), a public repository of structured organic reaction records. Task: describe an organic reaction: reactants, conditions, products, and yield Reactants: solution, N=[N+]=[N-] (hydrazoic acid), C(C)OC=1C=C(C=CC1OC)[C@H](CS(=O)(=O)C)O ((R)-1-(3-ethoxy-4-methoxyphenyl)-2-(methylsulfonyl)ethanol), C(CCC)P(CCCC)CCCC (tributylphosphine), N(=NC(=O)OC(C)C)C(=O)OC(C)C (diisopropyl azodicarboxylate), C(=O)=O (dry ice). Run in C1(=CC=CC=C1)C (toluene), C1(=CC=CC=C1)C (toluene), C1CCOC1 (THF). Run at time 16 hour. The product is N(=[N+]=[N-])[C@H](CS(=O)(=O)C)C1=CC(=C(C=C1)OC)OCC ((S)-4-(1-azido-2-(methylsulfonyl)ethyl)-2-ethoxy-1-methoxybenzene). Isolated yield 81.0%. RXN SMILES: [CH2:1]([O:3][C:4]1[CH:5]=[C:6]([C@@H:12](O)[CH2:13][S:14]([CH3:17])(=[O:16])=[O:15])[CH:7]=[CH:8][C:9]=1[O:10][CH3:11])[CH3:2].[NH:19]=[N+:20]=[N-:21].C(P(CCCC)CCCC)CCC.N(C(OC(C)C)=O)=NC(OC(C)C)=O.C(=O)=O>C1(C)C=CC=CC=1.C1COCC1>[N:19]([C@@H:12]([C:6]1[CH:7]=[CH:8][C:9]([O:10][CH3:11])=[C:4]([O:3][CH2:1][CH3:2])[CH:5]=1)[CH2:13][S:14]([CH3:17])(=[O:16])=[O:15])=[N+:20]=[N-:21]. Procedure: A mixture of (R)-1-(3-ethoxy-4-methoxyphenyl)-2-(methylsulfonyl)ethanol (0.94 g, 3.4 mmol) in toluene (280 mL) and THF (20 mL) was sparged with nitrogen for 15 min, and then a ˜1.1 M solution of hydrazoic acid in toluene (13.8 mL, ˜15 mmol) was added. The flask was cooled in a dry ice-acetone bath. When the internal temperature reached <−60° C., tributylphosphine (1.7 mL, 6.9 mmol), and then diisopropyl azodicarboxylate (1.6 mL, 7.9 mmol) were added. The cooling bath was charged with dry ice for...